This data is from the Open Reaction Database (ORD), a public repository of structured organic reaction records. The task is: describe an organic reaction: reactants, conditions, products, and yield The reactants are CC(C)(C)OC(=O)N1CCNCC1, ClCCl, CC(C)S(=O)(=O)Cl, CCN(C(C)C)C(C)C. Product: CC(C)S(=O)(=O)N1CCNCC1. As a reaction SMILES: [C:1]([O:2][C:3]([CH3:4])([CH3:5])[CH3:6])(=[O:7])[N:8]1[CH2:9][CH2:10][NH:11][CH2:12][CH2:13]1.[CH2:30]([Cl:31])[Cl:32].[CH3:23][CH:24]([CH3:25])[S:26](=[O:27])(=[O:28])[Cl:29].[CH:14]([N:15]([CH:16]([CH3:17])[CH3:18])[CH2:19][CH3:20])([CH3:21])[CH3:22]>>[N:8]1([S:26]([CH:24]([CH3:23])[CH3:25])(=[O:27])=[O:28])[CH2:9][CH2:10][NH:11][CH2:12][CH2:13]1. Reactants: CSc1sc(C(=N)NC(=O)OC(C)(C)C)cc1S(=O)(=O)c1cccc(Br)c1, O=C([O-])[O-], COc1cc(C)c(B2OC(C)(C)C(C)(C)O2)c(N)c1, Cc1ccccc1, CCO, CCOC(C)=O, [Na+], [Na+]. Product: COc1cc(C)c(-c2cccc(S(=O)(=O)c3cc(C(=N)NC(=O)OC(C)(C)C)sc3SC)c2)c(N)c1. RXN SMILES: [C:1]([CH3:2])([CH3:3])([CH3:4])[O:5][C:6]([NH:7][C:8](=[NH:9])[c:10]1[s:11][c:12]([S:25][CH3:26])[c:13]([S:15](=[O:16])(=[O:17])[c:18]2[cH:19][c:20]([Br:24])[cH:21][cH:22][cH:23]2)[cH:14]1)=[O:27].[C:47](=[O:48])([O-:49])[O-:50].[CH3:28][O:29][c:30]1[cH:31][c:32]([CH3:46])[c:33]([B:37]2[O:38][C:39]([CH3:40])([CH3:41])[C:42]([CH3:43])([CH3:44])[O:45]2)[c:34]([NH2:36])[cH:35]1.[CH3:53][c:54]1[cH:55][cH:56][cH:57][cH:58][cH:59]1.[CH3:60][CH2:61][OH:62].[CH3:63][CH2:64][O:65][C:66]([CH3:67])=[O:68].[Na+:51].[Na+:52]>>[C:1]([CH3:2])([CH3:3])([CH3:4])[O:5][C:6]([NH:7][C:8](=[NH:9])[c:10]1[s:11][c:12]([S:25][CH3:26])[c:13]([S:15](=[O:16])(=[O:17])[c:18]2[cH:19][c:20](-[c:33]3[c:32]([CH3:46])[cH:31][c:30]([O:29][CH3:28])[cH:35][c:34]3[NH2:36])[cH:21][cH:22][cH:23]2)[cH:14]1)=[O:27]. Reactants: O=C([O-])[O-], CCOC(C)=O, O=CO, [K+], [K+], COC(=O)C(C)(C)C(c1ccccc1)c1ccc(CN)nc1. The product is COC(=O)C(C)(C)C(c1ccccc1)c1ccc(CNC=O)nc1. Reaction SMILES: [C:23]([O-:24])(=[O:25])[O-:26].[CH3:29][CH2:30][O:31][C:32](=[O:33])[CH3:34].[CH:35]([OH:36])=[O:37].[K+:27].[K+:28].[NH2:1][CH2:2][c:3]1[cH:4][cH:5][c:6]([CH:9]([C:10]([C:11](=[O:12])[O:13][CH3:14])([CH3:15])[CH3:16])[c:17]2[cH:18][cH:19][cH:20][cH:21][cH:22]2)[cH:7][n:8]1>>[NH:1]([CH2:2][c:3]1[cH:4][cH:5][c:6]([CH:9]([C:10]([C:11](=[O:12])[O:13][CH3:14])([CH3:15])[CH3:16])[c:17]2[cH:18][cH:19][cH:20][cH:21][cH:22]2)[cH:7][n:8]1)[CH:23]=[O:24]. Starting materials: CNc1c(Br)cc(S(N)(=O)=O)cc1Br, O=C=Nc1ccc(Cl)cc1, [Na+], [OH-]. The product is CNc1c(Br)cc(S(=O)(=O)NC(=O)Nc2ccc(Cl)cc2)cc1Br. As a reaction SMILES: [Br:1][c:2]1[cH:3][c:4]([S:11](=[O:12])(=[O:13])[NH2:14])[cH:5][c:6]([Br:10])[c:7]1[NH:8][CH3:9].[Cl:17][c:18]1[cH:19][cH:20][c:21]([N:24]=[C:25]=[O:26])[cH:22][cH:23]1.[Na+:16].[OH-:15]>>[Br:1][c:2]1[cH:3][c:4]([S:11](=[O:12])(=[O:13])[NH:14][C:25]([NH:24][c:21]2[cH:20][cH:19][c:18]([Cl:17])[cH:23][cH:22]2)=[O:26])[cH:5][c:6]([Br:10])[c:7]1[NH:8][CH3:9]. Starting materials: N1=CC(=CC=C1)C1=C(C=CC(=C1)C(F)(F)F)/C=C/C(=O)O ((2E)-3-[2-(3-pyridyl)-4-(trifluoromethyl)phenyl]prop-2-enoic acid), NC1=CC=C2C=CNC2=C1 (6-aminoindole). Product: N1C=CC2=CC=C(C=C12)NC(\C=C\C1=C(C=C(C=C1)C(F)(F)F)C=1C=NC=CC1)=O ((2E)-N-Indol-6-yl-3-[2-(3-pyridyl)-4-(trifluoromethyl)phenyl]prop-2-enamide). RXN SMILES: [N:1]1[CH:6]=[CH:5][CH:4]=[C:3]([C:7]2[CH:12]=[C:11]([C:13]([F:16])([F:15])[F:14])[CH:10]=[CH:9][C:8]=2/[CH:17]=[CH:18]/[C:19](O)=[O:20])[CH:2]=1.[NH2:22][C:23]1[CH:31]=[C:30]2[C:26]([CH:27]=[CH:28][NH:29]2)=[CH:25][CH:24]=1>>[NH:29]1[C:30]2[C:26](=[CH:25][CH:24]=[C:23]([NH:22][C:19](=[O:20])/[CH:18]=[CH:17]/[C:8]3[CH:9]=[CH:10][C:11]([C:13]([F:14])([F:15])[F:16])=[CH:12][C:7]=3[C:3]3[CH:2]=[N:1][CH:6]=[CH:5][CH:4]=3)[CH:31]=2)[CH:27]=[CH:28]1. Procedure: Analogous to the procedure used to prepare Example 1, (2E)-3-[2-(3-pyridyl)-4-(trifluoromethyl)phenyl]prop-2-enoic acid, Example 106(b), (185 mg) and 6-aminoindole (59 mg, 0.44 mmol, Aldrich) provided, after purification by silica gel chromatography (gradient: 0-50% EtOAc in hexane), the title compound as an amorphous orange solid. MS (ESI, pos. ion) m/z: 408 (M+1). Starting materials: CC=1C=C(C(=NC1C)C1=CC=CC=C1)O (5,6-dimethyl-2-phenyl-pyridin-3-ol), ClC1=CC=NC2=CC(=C(C=C12)OC)OC (4-chloro-6,7-dimethoxyquinoline). The reagents and catalysts are CN(C)C1=CC=NC=C1 (4-(N,N-dimethylamino)pyridine). Solvent: ClC1=C(C=CC=C1)Cl (1,2-Dichlorobenzene). Run at temperature 140 celsius, time 8 hour. Product: CC=1C=C(C(=NC1C)C1=CC=CC=C1)OC1=CC=NC2=CC(=C(C=C12)OC)OC (4-(5,6-Dimethyl-2-phenyl-pyridin-3-yloxy)-6,7-dimethoxy-quinoline). The yield is 92.0%. RXN SMILES: [CH3:1][C:2]1[CH:3]=[C:4]([OH:15])[C:5]([C:9]2[CH:14]=[CH:13][CH:12]=[CH:11][CH:10]=2)=[N:6][C:7]=1[CH3:8].Cl[C:17]1[C:26]2[C:21](=[CH:22][C:23]([O:29][CH3:30])=[C:24]([O:27][CH3:28])[CH:25]=2)[N:20]=[CH:19][CH:18]=1>CN(C1C=CN=CC=1)C.ClC1C=CC=CC=1Cl>[CH3:1][C:2]1[CH:3]=[C:4]([O:15][C:17]2[C:26]3[C:21](=[CH:22][C:23]([O:29][CH3:30])=[C:24]([O:27][CH3:28])[CH:25]=3)[N:20]=[CH:19][CH:18]=2)[C:5]([C:9]2[CH:10]=[CH:11][CH:12]=[CH:13][CH:14]=2)=[N:6][C:7]=1[CH3:8]. Procedure details: 1,2-Dichlorobenzene (4.5 ml) was added to 5,6-dimethyl-2-phenyl-pyridin-3-ol (267 mg), 4-chloro-6,7-dimethoxyquinoline (100 mg), and 4-(N,N-dimethylamino)pyridine (164 mg), and the mixture was stirred at 140° C. for 8 hr. The reaction solution was cooled to room temperature, and the solvent was then removed by distillation under the reduced pressure. Water was added to the residue, and the mixture was extracted with chloroform. The chloroform layer was washed with water and was dried over anhydr... The reactants are C(C)(=O)OC1=CN(C2=CC=C(C=C12)F)C(C)=O (3-acetoxy-1-acetyl-5-fluoroindole). Solvent: S(O)(O)(=O)=O (sulfuric acid), ice water. Product: C(C)(=O)N1CC(C2=CC(=CC=C12)F)=O (1-acetyl-5-fluoroindolin-3-one). Isolated yield 88.6%. RXN SMILES: C([O:4][C:5]1[C:13]2[C:8](=[CH:9][CH:10]=[C:11]([F:14])[CH:12]=2)[N:7]([C:15](=[O:17])[CH3:16])[CH:6]=1)(=O)C>S(=O)(=O)(O)O>[C:15]([N:7]1[C:8]2[C:13](=[CH:12][C:11]([F:14])=[CH:10][CH:9]=2)[C:5](=[O:4])[CH2:6]1)(=[O:17])[CH3:16]. Procedure details: 2.2 g of 3-acetoxy-1-acetyl-5-fluoroindole were added to 20 ml of 90% sulfuric acid and, after stirring for three quarters of an hour, the reaction mixture was diluted with 100 ml of ice-water. The precipitate was filtered off, washed with water and dried. There were obtained 1.6 g (83%) of 1-acetyl-5-fluoroindolin-3-one as beige crystals with a m.p. of 143°-144°.